This data is from the Open Reaction Database (ORD), a public repository of structured organic reaction records. The task is: describe an organic reaction: reactants, conditions, products, and yield The reactants are CC(C)([O-])C.[K+] (potassium-t-butoxide), C1CCOC1 (THF), FC=1C=C(C=C(C1)F)C1CCC(CC1)=O (4-(3,5-difluorophenyl)cyclohexanone). The solvent is O (Water). Reaction conditions: time 1 hour. Yields the product FC=1C=C(C=C(C1)F)C1CCC(CC1)C=O (4-(3,5-difluorophenyl)cyclohexanecarboaldehyde). Yield: 93.7%. Reaction SMILES: CC(C)([O-])C.[K+].[CH2:7]1[CH2:11][O:10][CH2:9][CH2:8]1.[F:12][C:13]1[CH:14]=[C:15]([CH:20]2CCC(=O)[CH2:22][CH2:21]2)[CH:16]=[C:17]([F:19])[CH:18]=1>O>[F:12][C:13]1[CH:14]=[C:15]([CH:20]2[CH2:9][CH2:8][CH:7]([CH:11]=[O:10])[CH2:22][CH2:21]2)[CH:16]=[C:17]([F:19])[CH:18]=1 |f:0.1|. Procedure details: To dried MTP 10.0 g (29.2 mmol), THF 100 ml was added, and potassium-t-butoxide 3.30 g (29.4 mmol) was added. The mixture was stirred for about one hour. To the reactant, a THF solution (50 ml) of the above 4-(3,5-difluorophenyl)cyclohexanone 5.0 g (23.8 mmol) was added dropwise, and the mixture was stirred for 2 hours. Water 150 ml was added to the reactant, the product was extracted with diethylether. The extract was washed with a sodium chloride aqueous solution, dried over anhydrous magnesiu... Reactants: C(=O)C1=CC(=NC=C1)CN(C(OC(C)(C)C)=O)CC(NC1CCN(CC1)CC1=C(C=CC=C1)OC)=O (tert-butyl N-[(4-formylpyridin-2-yl)methyl]-N-[({1-[(2-methoxyphenyl)methyl]piperidin-4-yl}carbamoyl)methyl]carbamate), C1(CC1)N (cyclopropylamine). The product is C1(CC1)NCC1=CC(=NC=C1)CN(C(OC(C)(C)C)=O)CC(NC1CCN(CC1)CC1=C(C=CC=C1)OC)=O (tert-butyl N-({4-[(cyclopropylamino)methyl]pyridin-2-yl}methyl)-N-[({1-[(2-methoxyphenyl)methyl]piperidin-4-yl}carbamoyl)methyl]carbamate). As a reaction SMILES: [CH:1]([C:3]1[CH:8]=[CH:7][N:6]=[C:5]([CH2:9][N:10]([CH2:18][C:19](=[O:36])[NH:20][CH:21]2[CH2:26][CH2:25][N:24]([CH2:27][C:28]3[CH:33]=[CH:32][CH:31]=[CH:30][C:29]=3[O:34][CH3:35])[CH2:23][CH2:22]2)[C:11](=[O:17])[O:12][C:13]([CH3:16])([CH3:15])[CH3:14])[CH:4]=1)=O.[CH:37]1([NH2:40])[CH2:39][CH2:38]1>>[CH:37]1([NH:40][CH2:1][C:3]2[CH:8]=[CH:7][N:6]=[C:5]([CH2:9][N:10]([CH2:18][C:19](=[O:36])[NH:20][CH:21]3[CH2:22][CH2:23][N:24]([CH2:27][C:28]4[CH:33]=[CH:32][CH:31]=[CH:30][C:29]=4[O:34][CH3:35])[CH2:25][CH2:26]3)[C:11](=[O:17])[O:12][C:13]([CH3:14])([CH3:16])[CH3:15])[CH:4]=2)[CH2:39][CH2:38]1. Reported procedure: By General Procedure A from tert-butyl N-[(4-formylpyridin-2-yl)methyl]-N-[({1-[(2-methoxyphenyl)methyl]piperidin-4-yl}carbamoyl)methyl]carbamate and cyclopropylamine. Purification by column chromatography (CH2Cl2/MeOH/NH4OH, 90:10:1) gave the title compound as a colorless glue. 1H NMR (300 MHz, CDCl3): δ 9.40 (br s, 1H), 8.62 (2S, 1H; rotamer), 8.40 (s, 1H), 7.50-7.40 (m, 2H), 7.38 (m, 1H), 7.20 (m, 1H), 7.00-6.80 (m, 2H), 4.58 & 4.48 (2S, 2H; rotamer), 4.00-3.60 (m, 8H), 3.18-2.99 (m, 4H), 2.4... The reactants are C(C)(C)(C)[Si](O[C@H](C)[C@H]1C(N[C@@H]1[C@@H](C)C(=S)SC)=O)(C)C ((3S,4S)-3-[(1R)-1-(tertbutyldimethylsilyloxy)ethyl]-4-[(1R)-1-{(methylthio)thiocarbonyl}ethyl]-2-oxoazetidine), OC(C(=O)OCC=C)O (allyl dihydroxyacetate). Run in C1(=CC=CC=C1)C (toluene). Yields the product C(C=C)OC(=O)[C@@H](O)N1C([C@@H]([C@H]1[C@@H](C)C(=S)SC)[C@@H](C)O[Si](C)(C)C(C)(C)C)=O ((3S,4S)-1-[(1R)-1-(allyloxycarbonyl)-1-hydroxymethyl]-3-[(1R)-1-(tert-butyldimethylsilyloxy)ethyl]-4-[(1R)-1-{(methylthio)thiocarbonyl}ethyl]-2-oxoazetidine). Yield: 97.1%. RXN SMILES: [C:1]([Si:5]([CH3:21])([CH3:20])[O:6][C@@H:7]([C@@H:9]1[C@@H:12]([C@H:13]([C:15]([S:17][CH3:18])=[S:16])[CH3:14])[NH:11][C:10]1=[O:19])[CH3:8])([CH3:4])([CH3:3])[CH3:2].[OH:22][CH:23](O)[C:24]([O:26][CH2:27][CH:28]=[CH2:29])=[O:25]>C1(C)C=CC=CC=1>[CH2:27]([O:26][C:24]([C@H:23]([N:11]1[C@H:12]([C@H:13]([C:15]([S:17][CH3:18])=[S:16])[CH3:14])[C@@H:9]([C@H:7]([O:6][Si:5]([C:1]([CH3:3])([CH3:4])[CH3:2])([CH3:20])[CH3:21])[CH3:8])[C:10]1=[O:19])[OH:22])=[O:25])[CH:28]=[CH2:29]. Procedure details: To a solution of (3S,4S)-3-[(1R)-1-(tertbutyldimethylsilyloxy)ethyl]-4-[(1R)-1-{(methylthio)thiocarbonyl}ethyl]-2-oxoazetidine (700 mg) in toluene (7 ml) was added allyl dihydroxyacetate (560 mg), and the mixture was heated under reflux for 3 hours. The solution was washed with water, dried, and evaporated under reduced pressure to give a mixture (903 mg) of (3S,4S)-1-[(1R)-1-(allyloxycarbonyl)-1-hydroxymethyl]-3-[(1R)-1-(tert-butyldimethylsilyloxy)ethyl]-4-[(1R)-1-{(methylthio)thiocarbonyl}ethy... Reactants: P(=O)([O-])([O-])[O-].[K+].[K+].[K+] (potassium phosphate), (2-dicyclohexylphosphino)-2′,4′,6′-triisopropylbiphenyl, BrC=1C=C(C=CC1CC)C1=CC=C(C=C1)Cl (3-Bromo-4′-chloro-4-ethylbiphenyl), CC1(C2C(CC(C1C2)=O)=O)C (6,6-dimethylbicyclo[3.1.1]heptane-2,4-dione). Reagents/catalysts: C(C)(=O)[O-].[Pd+2].C(C)(=O)[O-] (palladium (II) acetate). The solvent is COCCOC (1,2-dimethoxyethane), C(C)(=O)OCC (ethyl acetate). Conditions: temperature 160 celsius. Yields the product ClC1=CC=C(C=2C=CC(=C(C2)C2C(C3C(C(C2=O)C3)(C)C)=O)CC)C=C1 (3-(4′-chloro-4-ethylbiphen-3-yl)-6,6-dimethylbicyclo[3.1.1]heptane-2,4-dione). RXN SMILES: Br[C:2]1[CH:3]=[C:4]([C:10]2[CH:15]=[CH:14][C:13]([Cl:16])=[CH:12][CH:11]=2)[CH:5]=[CH:6][C:7]=1[CH2:8][CH3:9].[CH3:17][C:18]1([CH3:27])[CH:23]2[CH2:24][CH:19]1[C:20](=[O:26])[CH2:21][C:22]2=[O:25].P([O-])([O-])([O-])=O.[K+].[K+].[K+]>COCCOC.C(OCC)(=O)C.C([O-])(=O)C.[Pd+2].C([O-])(=O)C>[Cl:16][C:13]1[CH:14]=[CH:15][C:10]([C:4]2[CH:5]=[CH:6][C:7]([CH2:8][CH3:9])=[C:2]([CH:21]3[C:20](=[O:26])[CH:19]4[CH2:24][CH:23]([C:18]4([CH3:17])[CH3:27])[C:22]3=[O:25])[CH:3]=2)=[CH:11][CH:12]=1 |f:2.3.4.5,8.9.10|. Procedure details: 3-Bromo-4′-chloro-4-ethylbiphenyl (0.200 g, 0.68 mmol) is added to a mixture of 6,6-dimethylbicyclo[3.1.1]heptane-2,4-dione (0.124 g, 0.81 mmol), prepared by the method of W. Childers et al., US2006/0004108, powdered potassium phosphate (0.316 g, 1.49 mmol), palladium (II) acetate (0.008 g, 0.034 mmol) and (2-dicyclohexylphosphino)-2′,4′,6′-triisopropylbiphenyl (0.024 g, 0.051 mmol) in degassed 1,2-dimethoxyethane (2 ml) and the mixture is stirred and heated to 160° C. for 1 hour under microwave...